This data is from the Open Reaction Database (ORD), a public repository of structured organic reaction records. The task is: describe an organic reaction: reactants, conditions, products, and yield Starting materials: CO (MeOH), O (H2O), N1=CN=C2N(C=NC2=C1N)COCCP(OCC)([O-])=O.[NH4+] (Ammonium Ethyl [2-[(Adenin-9-yl)methoxy]ethyl]phosphonate). Run in CN(C)C=O (DMF). Reaction conditions: temperature 40 celsius, time 6 hour. Yields the product N1=CN=C2N(C=NC2=C1N)COCCP(O)(O)=O (2-[(Adenin-9-yl)methoxy]ethylphosphonic Acid). Yield: 43.9%. As a reaction SMILES: [N:1]1[C:9]([NH2:10])=[C:8]2[C:4]([N:5]([CH2:11][O:12][CH2:13][CH2:14][P:15](=[O:20])([O-:19])[O:16]CC)[CH:6]=[N:7]2)=[N:3][CH:2]=1.[NH4+].CO.O>CN(C=O)C>[N:1]1[C:9]([NH2:10])=[C:8]2[C:4]([N:5]([CH2:11][O:12][CH2:13][CH2:14][P:15](=[O:16])([OH:19])[OH:20])[CH:6]=[N:7]2)=[N:3][CH:2]=1 |f:0.1|. Procedure: To a solution of 12 (0.32 g, 1.0 mmol) in DMF (7.0 mL) was added Me3 SiBr (1.07 g, 7.01 mmol). After the solution was stirred at 40° C. for 6 h, a mixture of MeOH and H2O(5:1, 20 mL) was added and the solvents were evaporated. The crude residue was purified by use of column chromatography (resin XAD-4, H2O) to afford 13 (0.12 g, 45%): mp 296° C. (dec.); TLC Rf 0.32 (MeOH); UV λmax (EtOH): 259 nm (ε13 700); 1H NMR(DMSO-d6 /D2O): δ1.49 (m, 2 H, CH2P), 3.80 (m, 2 H, CH2O), 5.55 (s, 2 H, OCH2 N), 7.... Reactants: Cc1cc(-c2cccc(C(=O)CC(=O)Nc3cc(C(F)(F)F)c(Cl)cc3NC(=O)OC(C)(C)C)c2)c(C)cn1, ClCCl, O=C(O)C(F)(F)F. Yields the product Cc1cc(-c2cccc(C3=Nc4cc(Cl)c(C(F)(F)F)cc4NC(=O)C3)c2)c(C)cn1. RXN SMILES: [C:1]([O:2][C:3](=[O:4])[NH:7][c:8]1[c:9]([NH:19][C:20]([CH2:21][C:22](=[O:5])[c:24]2[cH:25][c:26](-[c:30]3[cH:31][c:32]([CH3:37])[n:33][cH:34][c:35]3[CH3:36])[cH:27][cH:28][cH:29]2)=[O:38])[cH:10][c:11]([C:15]([F:16])([F:17])[F:18])[c:12]([Cl:14])[cH:13]1)([CH3:6])([CH3:23])[CH3:39].[Cl:47][CH2:48][Cl:49].[F:40][C:41]([F:42])([F:43])[C:44]([OH:45])=[O:46]>>[N:7]1=[C:22]([c:24]2[cH:25][c:26](-[c:30]3[cH:31][c:32]([CH3:37])[n:33][cH:34][c:35]3[CH3:36])[cH:27][cH:28][cH:29]2)[CH2:21][C:20](=[O:38])[NH:19][c:9]2[c:8]1[cH:13][c:12]([Cl:14])[c:11]([C:15]([F:16])([F:17])[F:18])[cH:10]2. Reactants: C(=O)(OC)C1=C(C=CC=C1)C1=CC=C(C=C1)CN1C(=NC(=C1CO)Cl)CCCC (1-[(2'-carbomethoxybiphenyl-4-yl)methyl]-2-butyl-4-chloro-5-hydroxymethylimidazole). The reagents and catalysts are [O-2].[O-2].[Mn+4] (manganese dioxide). Run in C(Cl)Cl (methylene chloride). Reaction conditions: time 40 hour. The product is C(=O)(OC)C1=C(C=CC=C1)C1=CC=C(C=C1)CN1C(=NC(=C1C=O)Cl)CCCC (1-[(2'-carbomethoxybiphenyl-4-yl)methyl]-2-butyl-4-chloroimidazole-5-carboxaldehyde). Yield: 56.1%. As a reaction SMILES: [C:1]([C:5]1[CH:10]=[CH:9][CH:8]=[CH:7][C:6]=1[C:11]1[CH:16]=[CH:15][C:14]([CH2:17][N:18]2[C:22]([CH2:23][OH:24])=[C:21]([Cl:25])[N:20]=[C:19]2[CH2:26][CH2:27][CH2:28][CH3:29])=[CH:13][CH:12]=1)([O:3][CH3:4])=[O:2]>C(Cl)Cl.[O-2].[O-2].[Mn+4]>[C:1]([C:5]1[CH:10]=[CH:9][CH:8]=[CH:7][C:6]=1[C:11]1[CH:16]=[CH:15][C:14]([CH2:17][N:18]2[C:22]([CH:23]=[O:24])=[C:21]([Cl:25])[N:20]=[C:19]2[CH2:26][CH2:27][CH2:28][CH3:29])=[CH:13][CH:12]=1)([O:3][CH3:4])=[O:2] |f:2.3.4|. Procedure details: A mixture of 2.06 g of 1-[(2'-carbomethoxybiphenyl-4-yl)methyl]-2-butyl-4-chloro-5-hydroxymethylimidazole and 3.08 g of activated manganese dioxide in 20 mL of methylene chloride at 25° C. was stirred for 40 hours. The reaction mixture was filtered through Celite®, and the filtrate concentrated in vacuo. Column chromatography (elution: ethyl acetate/benzene) provided 1.15 g of 1-[(2'-carbomethoxybiphenyl-4-yl)methyl]-2-butyl-4-chloroimidazole-5-carboxaldehyde. NMR (200 MHz, CDCl3) δ9.76 (s, 1H);...